This data is from the Open Reaction Database (ORD), a public repository of structured organic reaction records. The task is: describe an organic reaction: reactants, conditions, products, and yield Reactants: CN(C)Cc1ccc(N)cc1, CCN(C(C)C)C(C)C, CC(C)(C)CC1NC(C(=O)O)C(c2cccc(Cl)c2F)C1(C#N)c1ccc(Cl)cc1F, ClCCl. Product: CN(C)Cc1ccc(NC(=O)C2NC(CC(C)(C)C)C(C#N)(c3ccc(Cl)cc3F)C2c2cccc(Cl)c2F)cc1. RXN SMILES: [CH3:41][N:42]([CH3:43])[CH2:44][c:45]1[cH:46][cH:47][c:48]([NH2:49])[cH:50][cH:51]1.[CH:32]([N:33]([CH2:34][CH3:35])[CH:36]([CH3:37])[CH3:38])([CH3:39])[CH3:40].[Cl:1][c:2]1[c:3]([F:31])[c:4]([CH:8]2[CH:9]([C:28](=[O:29])[OH:30])[NH:10][CH:11]([CH2:23][C:24]([CH3:25])([CH3:26])[CH3:27])[C:12]2([C:13]#[N:14])[c:15]2[c:16]([F:22])[cH:17][c:18]([Cl:21])[cH:19][cH:20]2)[cH:5][cH:6][cH:7]1.[Cl:52][CH2:53][Cl:54]>>[Cl:1][c:2]1[c:3]([F:31])[c:4]([CH:8]2[CH:9]([C:28](=[O:30])[NH:49][c:48]3[cH:47][cH:46][c:45]([CH2:44][N:42]([CH3:41])[CH3:43])[cH:51][cH:50]3)[NH:10][CH:11]([CH2:23][C:24]([CH3:25])([CH3:26])[CH3:27])[C:12]2([C:13]#[N:14])[c:15]2[c:16]([F:22])[cH:17][c:18]([Cl:21])[cH:19][cH:20]2)[cH:5][cH:6][cH:7]1. The reactants are Cl.C(#N)C1(CC1)NC(=O)[C@H]1NC[C@@H](C1)S(=O)(=O)C1=C(C=CC=C1)C(F)(F)F ((2S,4R)-4-(2-trifluoromethyl-benzenesulfonyl)-pyrrolidine-2-carboxylic acid (1-cyano-cyclopropyl)-amide hydrochloride), C1(CCCCC1)C(=O)O (cyclohexane carboxylic acid), A1. Product: C(#N)C1(CC1)NC(=O)[C@H]1N(C[C@@H](C1)S(=O)(=O)C1=C(C=CC=C1)C(F)(F)F)C(=O)C1CCCCC1 ((2S,4R)-1-cyclohexanecarbonyl-4-(2-trifluoromethyl-benzenesulfonyl)-pyrrolidine-2-carboxylic acid (1-cyano-cyclopropyl)-amide). As a reaction SMILES: Cl.[C:2]([C:4]1([NH:7][C:8]([C@@H:10]2[CH2:14][C@@H:13]([S:15]([C:18]3[CH:23]=[CH:22][CH:21]=[CH:20][C:19]=3[C:24]([F:27])([F:26])[F:25])(=[O:17])=[O:16])[CH2:12][NH:11]2)=[O:9])[CH2:6][CH2:5]1)#[N:3].[CH:28]1([C:34](O)=[O:35])[CH2:33][CH2:32][CH2:31][CH2:30][CH2:29]1>>[C:2]([C:4]1([NH:7][C:8]([C@@H:10]2[CH2:14][C@@H:13]([S:15]([C:18]3[CH:23]=[CH:22][CH:21]=[CH:20][C:19]=3[C:24]([F:27])([F:25])[F:26])(=[O:17])=[O:16])[CH2:12][N:11]2[C:34]([CH:28]2[CH2:33][CH2:32][CH2:31][CH2:30][CH2:29]2)=[O:35])=[O:9])[CH2:5][CH2:6]1)#[N:3] |f:0.1|. Procedure details: L52. (2S,4R)-4-(2-trifluoromethyl-benzenesulfonyl)-pyrrolidine-2-carboxylic acid (1-cyano-cyclopropyl)-amide hydrochloride from experiment K5 was coupled with cyclohexane carboxylic acid in analogy to experiment A1 to give (2S,4R)-1-cyclohexanecarbonyl-4-(2-trifluoromethyl-benzenesulfonyl)-pyrrolidine-2-carboxylic acid (1-cyano-cyclopropyl)-amide as an amorphous pale yellow solid. MS: 498.3 [M+H]+.